This data is from the Open Reaction Database (ORD), a public repository of structured organic reaction records. The task is: describe an organic reaction: reactants, conditions, products, and yield Reactants: C(C)OC(=O)C=1C=NN(C1S(=O)(=O)N)C1=NC2=CC=CC=C2C=C1 (4-ethoxycarbonyl-1-(2-quinolyl)pyrazole-5-sulfonamide), C([O-])([O-])=O.[K+].[K+] (potassium carbonate), C(CCC)N=C=O (n-butylisocyanate). The solvent is C(C)#N (acetonitrile). The product is C(CCC)NC(=O)NS(=O)(=O)C1=C(C=NN1C1=NC2=CC=CC=C2C=C1)C(=O)OCC (N-(n-butylcarbamoyl)-4-ethoxycarbonyl-1-(2-quinolyl)pyrazole-5-sulfonamide). Yield: 90.7%. As a reaction SMILES: [CH2:1]([O:3][C:4]([C:6]1[CH:7]=[N:8][N:9]([C:15]2[CH:24]=[CH:23][C:22]3[C:17](=[CH:18][CH:19]=[CH:20][CH:21]=3)[N:16]=2)[C:10]=1[S:11]([NH2:14])(=[O:13])=[O:12])=[O:5])[CH3:2].C(=O)([O-])[O-].[K+].[K+].[CH2:31]([N:35]=[C:36]=[O:37])[CH2:32][CH2:33][CH3:34]>C(#N)C>[CH2:31]([NH:35][C:36]([NH:14][S:11]([C:10]1[N:9]([C:15]2[CH:24]=[CH:23][C:22]3[C:17](=[CH:18][CH:19]=[CH:20][CH:21]=3)[N:16]=2)[N:8]=[CH:7][C:6]=1[C:4]([O:3][CH2:1][CH3:2])=[O:5])(=[O:13])=[O:12])=[O:37])[CH2:32][CH2:33][CH3:34] |f:1.2.3|. Reported procedure: To a mixture of 6 g of 4-ethoxycarbonyl-1-(2-quinolyl)pyrazole-5-sulfonamide and 3.6 g of anhydrous potassium carbonate dissolved in 40 ml of acetonitrile, was added 1.9 g of n-butylisocyanate at room temperature, followed by heating under reflux for 1.5 hours. After the reaction was completed, acetonitrile was evaporated under reduced pressure, and then the residue was poured into ice water to filter insolubles off, and then the filtrate was precipitated with hydrochloric acid. Crystals precipi... The reactants are C1(CC1)COC=1C(=NC(=NC1)S(=O)(=O)C)C1=CN(C(C2=CC(=CC=C12)F)=O)C (4-[5-(cyclopropylmethoxy)-2-methylsulfonylpyrimidin-4-yl]-7-fluoro-2-methylisoquinolin-1-one), CS(=O)(=O)N (MeSO2NH2), ClC1=NC(=NC=C1OCC1CC1)S(=O)(=O)C (4-chloro-5-(cyclopropylmethoxy)-2-methylsulfonylpyrimidine), BrC1=CNC(C2=CC(=CC=C12)F)=O (4-bromo-7-fluoro-2H-isoquinolin-1-one), CC1(OB(OC1(C)C)B1OC(C(O1)(C)C)(C)C)C (4,4,5,5-tetramethyl-2-(tetramethyl-1,3,2-dioxaborolan-2-yl)-1,3,2-dioxaborolane), FC1=CC=C2C(=CN(C(C2=C1)=O)C)B1OC(C(O1)(C)C)(C)C (7-fluoro-2-methyl-4-(4,4,5,5-tetramethyl-1,3,2-dioxaborolan-2-yl)isoquinolin-1-one). The product is C1(CC1)COC=1C(=NC(=NC1)NS(=O)(=O)C)C1=CN(C(C2=CC(=CC=C12)F)=O)C (N-[5-(cyclopropylmethoxy)-4-(7-fluoro-2-methyl-1-oxoisoquinolin-4-yl)pyrimidin-2-yl]methanesulfonamide). As a reaction SMILES: BrC1C2C(=CC(F)=CC=2)C(=O)NC=1.CC1(C)C(C)(C)OB(B2OC(C)(C)C(C)(C)O2)O1.FC1C=C2C(C(B3OC(C)(C)C(C)(C)O3)=CN(C)C2=O)=CC=1.ClC1C(OCC2CC2)=CN=C(S(C)(=O)=O)N=1.[CH:70]1([CH2:73][O:74][C:75]2[C:76]([C:85]3[C:94]4[C:89](=[CH:90][C:91]([F:95])=[CH:92][CH:93]=4)[C:88](=[O:96])[N:87]([CH3:97])[CH:86]=3)=[N:77][C:78](S(C)(=O)=O)=[N:79][CH:80]=2)[CH2:72][CH2:71]1.[CH3:98][S:99]([NH2:102])(=[O:101])=[O:100]>>[CH:70]1([CH2:73][O:74][C:75]2[C:76]([C:85]3[C:94]4[C:89](=[CH:90][C:91]([F:95])=[CH:92][CH:93]=4)[C:88](=[O:96])[N:87]([CH3:97])[CH:86]=3)=[N:77][C:78]([NH:102][S:99]([CH3:98])(=[O:101])=[O:100])=[N:79][CH:80]=2)[CH2:71][CH2:72]1. Reported procedure: The title compound of Example 58, step 2 was treated with 4,4,5,5-tetramethyl-2-(tetramethyl-1,3,2-dioxaborolan-2-yl)-1,3,2-dioxaborolane in a manner similar to Example 89, step 1 and the resulting 7-fluoro-2-methyl-4-(4,4,5,5-tetramethyl-1,3,2-dioxaborolan-2-yl)isoquinolin-1-one was coupled to the title compound of Example 152, step 4 in a manner similar to Example 152, step 5 and the resulting 4-[5-(cyclopropylmethoxy)-2-methylsulfonylpyrimidin-4-yl]-7-fluoro-2-methylisoquinolin-1-one was trea... The reactants are Cc1nc2ccc(NC(=O)OCC(Cl)(Cl)Cl)cc2o1, CS(C)=O, CCN(C(C)C)C(C)C, O, c1ccc(-c2csc(N3CCNCC3)n2)cc1. Product: Cc1nc2ccc(NC(=O)N3CCN(c4nc(-c5ccccc5)cs4)CC3)cc2o1. Reaction SMILES: [CH3:1][c:2]1[o:3][c:4]2[c:5]([n:6]1)[cH:7][cH:8][c:9]([NH:11][C:12]([O:13][CH2:14][C:15]([Cl:16])([Cl:17])[Cl:18])=[O:19])[cH:10]2.[CH3:46][S:47](=[O:48])[CH3:49].[CH:37]([N:38]([CH:39]([CH3:40])[CH3:41])[CH2:42][CH3:43])([CH3:44])[CH3:45].[OH2:50].[c:20]1(-[c:26]2[n:27][c:28]([N:31]3[CH2:32][CH2:33][NH:34][CH2:35][CH2:36]3)[s:29][cH:30]2)[cH:21][cH:22][cH:23][cH:24][cH:25]1>>[CH3:1][c:2]1[o:3][c:4]2[c:5]([n:6]1)[cH:7][cH:8][c:9]([NH:11][C:12](=[O:19])[N:34]1[CH2:33][CH2:32][N:31]([c:28]3[n:27][c:26](-[c:20]4[cH:21][cH:22][cH:23][cH:24][cH:25]4)[cH:30][s:29]3)[CH2:36][CH2:35]1)[cH:10]2. Reactants: C(C)(=O)O[BH-](OC(C)=O)OC(C)=O.[Na+] (sodium triacetoxyborohydride), COC1=CC=CC(=N1)N (6-methoxypyridin-2-ylamine), COC1=CC=CC(=N1)N (6-methoxypyridin-2-ylamine), OC1=C(C=O)C=CC=C1 (2-hydroxybenzaldehyde), OC1=C(C=O)C=CC=C1 (2-hydroxybenzaldehyde). Run in O1CCCC1 (tetrahydrofuran). Run at time 48 hour. The product is COC1=CC=CC(=N1)NCC1=C(C=CC=C1)O (2-[(6-methoxypyridin-2-ylamino)methyl]phenol). Reaction SMILES: C(O[BH-](OC(=O)C)OC(=O)C)(=O)C.[Na+].[CH3:15][O:16][C:17]1[N:22]=[C:21]([NH2:23])[CH:20]=[CH:19][CH:18]=1.[OH:24][C:25]1[CH:32]=[CH:31][CH:30]=[CH:29][C:26]=1[CH:27]=O>O1CCCC1>[CH3:15][O:16][C:17]1[N:22]=[C:21]([NH:23][CH2:27][C:26]2[CH:29]=[CH:30][CH:31]=[CH:32][C:25]=2[OH:24])[CH:20]=[CH:19][CH:18]=1 |f:0.1|. Procedure details: 512 mg (2.41 mmol, 1.5 eq) of sodium triacetoxyborohydride are added to a solution of 200 mg (1.61 mmol, 1 eq) of 6-methoxypyridin-2-ylamine (starting material 1) and 236 mg (2.41 mmol, 1 eq) of 2-hydroxybenzaldehyde (starting material 2) in 20 ml of tetrahydrofuran. The solution is stirred at room temperature for 48 h. It is evaporated and the residue is taken up in 100 ml of dichloromethane and then extracted with a saturated aqueous solution of ammonium chloride. The aqueous phase is extracte... The reactants are C1CCNC1, CN(C)C=O, O=[N+]([O-])c1cc(C(F)(F)F)ccc1F, O. The product is O=[N+]([O-])c1cc(C(F)(F)F)ccc1N1CCCC1. RXN SMILES: [CH2:1]1[CH2:2][CH2:3][NH:4][CH2:5]1.[CH3:6][N:7]([CH3:8])[CH:9]=[O:10].[F:11][c:12]1[c:13]([N+:22](=[O:23])[O-:24])[cH:14][c:15]([C:18]([F:19])([F:20])[F:21])[cH:16][cH:17]1.[OH2:25]>>[CH2:1]1[CH2:2][CH2:3][N:4]([c:12]2[c:13]([N+:22](=[O:23])[O-:24])[cH:14][c:15]([C:18]([F:19])([F:20])[F:21])[cH:16][cH:17]2)[CH2:5]1. Reactants: CCCCC/C=C\C/C=C\C=C\C=C\[C@H]1[C@@H](O1)CCCC(=O)O (LTA4), CS(=O)C (DMSO). Conditions: time 120 second. Yields the product CCCCC/C=C\C[C@H](/C=C/C=C/C=C\[C@H](CCCC(=O)O)O)O (LTB4). Reaction SMILES: [CH3:1][CH2:2][CH2:3][CH2:4][CH2:5]/[CH:6]=[CH:7]\[CH2:8]/[CH:9]=[CH:10]\[CH:11]=[CH:12]\[CH:13]=[CH:14]\[C@@H:15]1[O:17][C@H:16]1[CH2:18][CH2:19][CH2:20][C:21]([OH:23])=[O:22].CS(C)=[O:26]>>[CH3:1][CH2:2][CH2:3][CH2:4][CH2:5]/[CH:6]=[CH:7]\[CH2:8][C@@H:9]([OH:26])/[CH:10]=[CH:11]/[CH:12]=[CH:13]/[CH:14]=[CH:15]\[C@@H:16]([OH:17])[CH2:18][CH2:19][CH2:20][C:21]([OH:23])=[O:22]. Procedure details: Immediately before the assay, LTA4 was diluted to a concentration of 10 μM in assay buffer (without DMSO) and added to the reaction mixture to a final concentration of 2 μM to initiate the enzyme reaction. After incubation for 120 sec at room temperature, the reaction was stopped by adding 2 volumes of chilled quenching buffer, containing acetonitril with 1% acetic acid and 225 nM LTB4-d4 (Biomol). The samples were then kept at 4° C. over night to complete protein precipitation and centrifuged f... Yields the product Cl, CC1CC(c2ncc3nccc-3[nH]2)CC(c2cccc(F)c2)N1, O. RXN SMILES: [CH3:25][OH:26].[ClH:24].[F:1][c:2]1[cH:3][c:4]([CH:8]2[CH2:9][CH:10]([c:15]3[n:16][cH:17][c:18]4[n:23][cH:22][cH:21][c:19]-4[nH:20]3)[CH2:11][CH:12]([CH3:14])[NH:13]2)[cH:5][cH:6][cH:7]1>>[ClH:24].[F:1][c:2]1[cH:3][c:4]([CH:8]2[CH2:9][CH:10]([c:15]3[n:16][cH:17][c:18]4[n:23][cH:22][cH:21][c:19]-4[nH:20]3)[CH2:11][CH:12]([CH3:14])[NH:13]2)[cH:5][cH:6][cH:7]1.[OH2:26]. The reactants are CO, Cl, CC1CC(c2ncc3nccc-3[nH]2)CC(c2cccc(F)c2)N1.